This data is from the Open Reaction Database (ORD), a public repository of structured organic reaction records. The task is: describe an organic reaction: reactants, conditions, products, and yield The reactants are ClCCl, COc1ccc(CCN)cc1OC, O=C(c1ccccc1)C(Cl)OCc1ccccc1. Yields the product COc1ccc(CCNC(OCc2ccccc2)C(=O)c2ccccc2)cc1OC, Cl. Reaction SMILES: [CH2:32]([Cl:33])[Cl:34].[CH3:19][O:20][c:21]1[cH:22][c:23]([CH2:24][CH2:25][NH2:26])[cH:27][cH:28][c:29]1[O:30][CH3:31].[Cl:1][CH:2]([C:3](=[O:4])[c:5]1[cH:6][cH:7][cH:8][cH:9][cH:10]1)[O:11][CH2:12][c:13]1[cH:14][cH:15][cH:16][cH:17][cH:18]1>>[CH:2]([C:3](=[O:4])[c:5]1[cH:6][cH:7][cH:8][cH:9][cH:10]1)([O:11][CH2:12][c:13]1[cH:14][cH:15][cH:16][cH:17][cH:18]1)[NH:26][CH2:25][CH2:24][c:23]1[cH:22][c:21]([O:20][CH3:19])[c:29]([O:30][CH3:31])[cH:28][cH:27]1.[ClH:1].